Dataset: the Open Reaction Database (ORD), a public repository of structured organic reaction records. Task: describe an organic reaction: reactants, conditions, products, and yield Starting materials: P(=O)(Cl)(Cl)Cl (Phosphorus oxychloride), C(C)(C)(C)OC(=O)N1C(C(C2=CC=CC=C12)(C)C)C(=O)O (1-(tert-butoxycarbonyl)-3,3-dimethylindoline-2-carboxylic acid), FC1=C(N)C(=CC=C1)F (2,6-difluoroaniline). Run in N1=CC=CC=C1 (pyridine), O (water). Reaction conditions: time 8 hour. Product: FC1=C(C(=CC=C1)F)NC(=O)C1N(C2=CC=CC=C2C1(C)C)C(=O)OC(C)(C)C (tert-butyl 2-(2,6-difluorophenylcarbamoyl)-3,3-dimethylindoline-1-carboxylate). Yield: 47.4%. Reaction SMILES: P(Cl)(Cl)(Cl)=O.[C:6]([O:10][C:11]([N:13]1[C:21]2[C:16](=[CH:17][CH:18]=[CH:19][CH:20]=2)[C:15]([CH3:23])([CH3:22])[CH:14]1[C:24](O)=[O:25])=[O:12])([CH3:9])([CH3:8])[CH3:7].[F:27][C:28]1[CH:34]=[CH:33][CH:32]=[C:31]([F:35])[C:29]=1[NH2:30]>N1C=CC=CC=1.O>[F:27][C:28]1[CH:34]=[CH:33][CH:32]=[C:31]([F:35])[C:29]=1[NH:30][C:24]([CH:14]1[C:15]([CH3:22])([CH3:23])[C:16]2[C:21](=[CH:20][CH:19]=[CH:18][CH:17]=2)[N:13]1[C:11]([O:10][C:6]([CH3:9])([CH3:7])[CH3:8])=[O:12])=[O:25]. Procedure details: Phosphorus oxychloride (74.0 mg, 0.045 mL, 483 μmol, Eq: 2.2) was added dropwise to a solution of 1-(tert-butoxycarbonyl)-3,3-dimethylindoline-2-carboxylic acid (64 mg, 220 μmol, Eq: 1.00) and 2,6-difluoroaniline (54.0 mg, 0.045 mL, 418 μmol, Eq: 1.9) in pyridine (1 mL) and the resulting dark yellow suspension stirred at rt overnight. The reaction mixture was diluted with water (10 mL) and extracted with EtOAc (2×10 mL). The combined organic layers were washed with water (10 mL), 0.1 M aqueous H... Reaction conditions: time 1 hour. The product is FC1=C(C=C(C(=O)NN)C=C1)C (4-Fluoro-3-methyl-benzoic acid hydrazide). Isolated yield 83.4%. Procedure: 50 mL trifluor acetic acid was added to 13 g N′-(4-fluoro-3-methyl-benzoyl)-hydrazinecarboxylic acid tert-butyl ester in 150 mL dichlormethane. The reaction was stirred for 1 h at RT and the solvent was evaporated. The residue was basicfied with 1 N sodium hydroxide and extracted with saturated sodium chloride solution and tetrahydrofuran. The organic layer was evaporated and the residue crystallized from ethyl acetate to yield 6.8 g of the desired product. Solvent: ClCCl (dichlormethane). The reactants are C(C)(=O)O (acetic acid), C(C)(C)(C)OC(=O)NNC(C1=CC(=C(C=C1)F)C)=O (N′-(4-fluoro-3-methyl-benzoyl)-hydrazinecarboxylic acid tert-butyl ester). Reaction SMILES: C(O)(=O)C.C(OC([NH:12][NH:13][C:14](=[O:23])[C:15]1[CH:20]=[CH:19][C:18]([F:21])=[C:17]([CH3:22])[CH:16]=1)=O)(C)(C)C>ClCCl>[F:21][C:18]1[CH:19]=[CH:20][C:15]([C:14]([NH:13][NH2:12])=[O:23])=[CH:16][C:17]=1[CH3:22]. Starting materials: CC#N, C1CC2CNC(C1)CN2, O=C(O)c1cn(C2CC2)c2c(Cl)c(F)c(F)cc2c1=O, C1CCC2=NCCCN2CC1. The product is O=C(O)c1cn(C2CC2)c2c(Cl)c(N3CC4CCCC3CN4)c(F)cc2c1=O. RXN SMILES: [CH3:41][C:42]#[N:43].[CH:32]12[CH2:33][CH2:34][CH2:35][CH:36]([NH:37][CH2:38]1)[CH2:39][NH:40]2.[Cl:1][c:2]1[c:3]([F:20])[c:4]([F:19])[cH:5][c:6]2[c:7](=[O:18])[c:8]([C:15](=[O:16])[OH:17])[cH:9][n:10]([CH:12]3[CH2:13][CH2:14]3)[c:11]12.[N:21]12[CH2:22][CH2:23][CH2:24][N:25]=[C:26]1[CH2:27][CH2:28][CH2:29][CH2:30][CH2:31]2>>[Cl:1][c:2]1[c:3]([N:37]2[CH:36]3[CH2:35][CH2:34][CH2:33][CH:32]([CH2:38]2)[NH:40][CH2:39]3)[c:4]([F:19])[cH:5][c:6]2[c:7](=[O:18])[c:8]([C:15](=[O:16])[OH:17])[cH:9][n:10]([CH:12]3[CH2:13][CH2:14]3)[c:11]12. Starting materials: O=C([O-])O, CC(=O)O, CCS(=O)(=O)Nc1ccccc1SC1CCCCC1, [Na+], O, O=[N+]([O-])O. Yields the product CCS(=O)(=O)Nc1ccc([N+](=O)[O-])cc1SC1CCCCC1. As a reaction SMILES: [C:25](=[O:26])([O-:27])[OH:28].[CH3:30][C:31](=[O:32])[OH:33].[CH:1]1([S:7][c:8]2[c:9]([NH:14][S:15](=[O:16])(=[O:17])[CH2:18][CH3:19])[cH:10][cH:11][cH:12][cH:13]2)[CH2:2][CH2:3][CH2:4][CH2:5][CH2:6]1.[Na+:29].[OH2:24].[OH:20][N+:21]([O-:22])=[O:23]>>[CH:1]1([S:7][c:8]2[c:9]([NH:14][S:15](=[O:16])(=[O:17])[CH2:18][CH3:19])[cH:10][cH:11][c:12]([N+:21](=[O:20])[O-:22])[cH:13]2)[CH2:2][CH2:3][CH2:4][CH2:5][CH2:6]1. The reactants are O=C([O-])[O-], CCOc1cc(C=O)ccc1O, CN(C)C=O, CC(C)I, [K+], [K+]. Product: CCOc1cc(C=O)ccc1OC(C)C. As a reaction SMILES: [C:13](=[O:14])([O-:15])[O-:16].[CH2:1]([CH3:2])[O:3][c:4]1[cH:5][c:6]([CH:7]=[O:8])[cH:9][cH:10][c:11]1[OH:12].[CH3:23][N:24]([CH3:25])[CH:26]=[O:27].[I:19][CH:20]([CH3:21])[CH3:22].[K+:17].[K+:18]>>[CH2:1]([CH3:2])[O:3][c:4]1[cH:5][c:6]([CH:7]=[O:8])[cH:9][cH:10][c:11]1[O:12][CH:20]([CH3:21])[CH3:22]. As a reaction SMILES: [Br:31][N:32]1[C:33](=[O:34])[CH2:35][CH2:36][C:37]1=[O:38].[C:16]([CH3:17])(=[O:18])[CH:19]1[CH2:20][N:21]([C:24](=[O:25])[O:26][C:27]([CH3:28])([CH3:29])[CH3:30])[CH2:22][CH2:23]1.[CH2:39]1[O:40][CH2:41][CH2:42][CH2:43]1.[CH3:6][Si:7]([CH3:8])([CH3:9])[N-:10][Si:11]([CH3:12])([CH3:13])[CH3:14].[Cl:1][Si:2]([CH3:3])([CH3:4])[CH3:5].[Li+:15]>>[C:16]([CH2:17][Br:31])(=[O:18])[CH:19]1[CH2:20][N:21]([C:24](=[O:25])[O:26][C:27]([CH3:28])([CH3:29])[CH3:30])[CH2:22][CH2:23]1. Starting materials: O=C1CCC(=O)N1Br, CC(=O)C1CCN(C(=O)OC(C)(C)C)C1, C1CCOC1, C[Si](C)(C)[N-][Si](C)(C)C, C[Si](C)(C)Cl, [Li+]. Product: CC(C)(C)OC(=O)N1CCC(C(=O)CBr)C1. The reactants are BrC=1C(NC(NC1C)=O)=O (5-bromo-6-methyl-2,4(1H,3H)pyrimidinedione), O.O.[F-].[K+] (potassium fluoride dihydrate), C(C1=CC=CC=C1)N1CCNCC1 (1-benzylpiperazine), ice water. Yields the product CC1=C(C(NC(N1)=O)=O)N1CCN(CC1)CC1=CC=CC=C1 (6-Methyl-5-[4-(phenylmethyl)-1-piperazinyl]-2,4(1H,3H)-pyrimidinedione). RXN SMILES: Br[C:2]1[C:3](=[O:10])[NH:4][C:5](=[O:9])[NH:6][C:7]=1[CH3:8].O.O.[F-].[K+].[CH2:15]([N:22]1[CH2:27][CH2:26][NH:25][CH2:24][CH2:23]1)[C:16]1[CH:21]=[CH:20][CH:19]=[CH:18][CH:17]=1>>[CH3:8][C:7]1[NH:6][C:5](=[O:9])[NH:4][C:3](=[O:10])[C:2]=1[N:25]1[CH2:26][CH2:27][N:22]([CH2:15][C:16]2[CH:17]=[CH:18][CH:19]=[CH:20][CH:21]=2)[CH2:23][CH2:24]1 |f:1.2.3.4|. Procedure: A mixture of 20.5 g (0.10 mole) of 5-bromo-6-methyl-2,4(1H,3H)pyrimidinedione and 10.3 g (0.11 mole) of potassium fluoride dihydrate in 130 ml of 1-benzylpiperazine was heated under reflux for 72 hours. The reaction mixture was then cooled and poured into 800 ml of ice water. The solid which formed was collected and washed with water to give 8.10 g of the product as an off-white solid. A 1.0 g portion of the crude product was recrystallized from methanol to give an off-white solid, mp 263° C.